Dataset: the Open Reaction Database (ORD), a public repository of structured organic reaction records. Task: describe an organic reaction: reactants, conditions, products, and yield Reactants: Cc1ncc(C2=CCN(C(=O)OC(C)(C)C)CC2(C)C)cc1[N+](=O)[O-], CO, Cl. The product is Cl, Cc1ncc(C2=CCNCC2(C)C)cc1[N+](=O)[O-]. As a reaction SMILES: [C:1]([O:2][C:3](=[O:4])[N:8]1[CH2:9][C:10]([CH3:24])([CH3:25])[C:11]([c:14]2[cH:15][n:16][c:17]([CH3:23])[c:18]([N+:20](=[O:21])[O-:22])[cH:19]2)=[CH:12][CH2:13]1)([CH3:5])([CH3:6])[CH3:7].[CH3:27][OH:28].[ClH:26]>>[ClH:26].[NH:8]1[CH2:9][C:10]([CH3:24])([CH3:25])[C:11]([c:14]2[cH:15][n:16][c:17]([CH3:23])[c:18]([N+:20](=[O:21])[O-:22])[cH:19]2)=[CH:12][CH2:13]1. The reactants are ClC1=CC(=C(C(=O)OC)C=C1)NC(C(C)C)=O (methyl 4-chloro-2-(isobutyrylamino)benzoate), [H-].[Al+3].[Li+].[H-].[H-].[H-] (lithium aluminum hydride), S(=O)(=O)([O-])[O-].[Na+].[Na+] (sodium sulfate). The solvent is ClCCl (dichloromethane), CCOCC (ether), CCOCC (ether). Conditions: time 30 minute. The product is ClC1=CC(=C(CO)C=C1)NCC(C)C (4-Chloro-2-(isobutylamino)benzyl alcohol). Isolated yield 92.1%. As a reaction SMILES: [H-].[Al+3].[Li+].[H-].[H-].[H-].[Cl:7][C:8]1[CH:17]=[CH:16][C:11]([C:12](OC)=[O:13])=[C:10]([NH:18][C:19](=O)[CH:20]([CH3:22])[CH3:21])[CH:9]=1.S([O-])([O-])(=O)=O.[Na+].[Na+]>CCOCC.ClCCl>[Cl:7][C:8]1[CH:17]=[CH:16][C:11]([CH2:12][OH:13])=[C:10]([NH:18][CH2:19][CH:20]([CH3:22])[CH3:21])[CH:9]=1 |f:0.1.2.3.4.5,7.8.9|. Procedure: To a suspension of 3.96 % (105 mmol) of lithium aluminum hydride in 200 ml of dry ether was dropwise added under chilling with ice for 15 min. a solution of 9.50 g (37 mmol) of methyl 4-chloro-2-(isobutyrylamino)benzoate obtained in b) above in a mixture of 20 ml of dry dichloromethane and 20 ml of dry ether. The mixture was then stirred for 30 min., and heated under reflux for 30 min. To the mixture was dropwise added under chilling with ice a saturated aqueous sodium sulfate. The organic porti... The reactants are BrC1=C(C(=O)NC(C)C2=CN=C(N=N2)NC2=CC(=C(C(=C2)OC)OC)OC)C=CC=C1 (2-bromo-N-(1-{3-[(3,4,5-trimethoxyphenyl)amino]-1,2,4-triazin-6-yl}ethyl)benzamide), BrC1=C(C(=O)NC(C)C2=CN=C(N=N2)NC2=CC(=C(C(=C2)OC)OC)OC)C=CC=C1 (2-bromo-N-(1-{3-[(3,4,5-trimethoxyphenyl)amino]-1,2,4-triazin-6-yl}ethyl)benzamide), P(=O)(Cl)(Cl)Cl (phosphorus oxychloride). The solvent is ClCCCl (1,2-dichloroethane). The product is BrC1=C(C=CC=C1)C1=NC(=C2C=NC(=NN21)NC2=CC(=C(C(=C2)OC)OC)OC)C (7-(2-bromophenyl)-5-methyl-N-(3,4,5-trimethoxyphenyl)imidazo[5,1-f][1,2,4]triazin-2-amine). Isolated yield 1.6%. RXN SMILES: [Br:1][C:2]1[CH:31]=[CH:30][CH:29]=[CH:28][C:3]=1[C:4]([NH:6][CH:7]([C:9]1[N:14]=[N:13][C:12]([NH:15][C:16]2[CH:21]=[C:20]([O:22][CH3:23])[C:19]([O:24][CH3:25])=[C:18]([O:26][CH3:27])[CH:17]=2)=[N:11][CH:10]=1)[CH3:8])=O.P(Cl)(Cl)(Cl)=O>ClCCCl>[Br:1][C:2]1[CH:31]=[CH:30][CH:29]=[CH:28][C:3]=1[C:4]1[N:14]2[C:9]([CH:10]=[N:11][C:12]([NH:15][C:16]3[CH:21]=[C:20]([O:22][CH3:23])[C:19]([O:24][CH3:25])=[C:18]([O:26][CH3:27])[CH:17]=3)=[N:13]2)=[C:7]([CH3:8])[N:6]=1. Procedure details: In a similar manner as described for Example 1, 2-bromo-N-(1-{3-[(3,4,5-trimethoxyphenyl)amino]-1,2,4-triazin-6-yl}ethyl)benzamide (Intermediate 12) (0.45 g, 0.92 mmol) in 1,2-dichloroethane (20 mL) and phosphorus oxychloride (0.69 mL, 7.4 mmol) gave 7-(2-bromophenyl)-5-methyl-N-(3,4,5-trimethoxyphenyl)imidazo[5,1-f][1,2,4]triazin-2-amine (0.0069 g) as a yellow solid. 1H NMR (CDCl3): δ8.85 (s, 1H), 7.67 (d, J=7.9 Hz, 1H), 7.58 (dd, J=7.6, 1.4 Hz, 1H), 7.44 (dd, J=7.7, 7.3 Hz, 1H), 7.35 (ddd, J=7... Reactants: S1C=CC=C1 (thiophene), C(C)(=O)O.C(C)(=O)O.ClC1=CC=C(C=C1)I=O (4-Chloroiodosobenzene diacetate), FC(C(=O)O)(F)F (trifluoroacetic acid). The solvent is C(C)(=O)OC(C)=O (acetic anhydride), C(C)(=O)OC(C)=O (acetic anhydride). Reaction conditions: temperature -20 celsius, time 55 minute. The product is FC(C(=O)[O-])(F)F.ClC1=CC=C(C=C1)[I+]C=1SC=CC1 (4-Chlorophenyl-2-thienyliodonium trifluoroacetate). RXN SMILES: C(O)(=O)C.C(O)(=O)C.[Cl:9][C:10]1[CH:15]=[CH:14][C:13]([I:16]=O)=[CH:12][CH:11]=1.[S:18]1[CH:22]=[CH:21][CH:20]=[CH:19]1.[F:23][C:24]([F:29])([F:28])[C:25]([OH:27])=[O:26]>C(OC(=O)C)(=O)C>[F:23][C:24]([F:29])([F:28])[C:25]([O-:27])=[O:26].[Cl:9][C:10]1[CH:15]=[CH:14][C:13]([I+:16][C:19]2[S:18][CH:22]=[CH:21][CH:20]=2)=[CH:12][CH:11]=1 |f:0.1.2,6.7|. Procedure: 4-Chloroiodosobenzene diacetate (17.3 grams; 0.05 mole) was dispersed in a mixture of 15 milliliters each of acetic anhydride and trifluoroacetic acid, and a solution of thiophene (8.4 grams; 0.10 mole) in 60 milliliters of acetic anhydride added slowly thereto. The addition was carried out with stirring in 55 minutes at -20°C. Stirring was continued for 65 minutes at -20°C., and the reaction mixture thereafter warmed and maintained at -3°C. with stirring for 15 hours to insure completion of the... Reactants: N (ammonia), NC1=CC=C(C=C1)C=1SC2=C(N1)C=CC=C2 (2(4'-Aminophenyl)benzothiazole), ClS(=O)(=O)O (chlorsulphonic acid), S(N)([O-])(=O)=O (sulphamate). Solvent: N1=C(C=CC=C1)C (2-picoline). Product: S1C(=NC2=C1C=CC=C2)C2=CC=C(C=C2)NS([O-])(=O)=O.[NH4+] (Ammonium 4-(benzothiazol-2-yl)phenylsulphamate). Yield: 69.0%. As a reaction SMILES: [NH2:1][C:2]1[CH:7]=[CH:6][C:5]([C:8]2[S:9][C:10]3[CH:16]=[CH:15][CH:14]=[CH:13][C:11]=3[N:12]=2)=[CH:4][CH:3]=1.Cl[S:18]([OH:21])(=[O:20])=[O:19].S(=O)(=O)([O-])[NH2:23].N>N1C=CC=CC=1C>[S:9]1[C:10]2[CH:16]=[CH:15][CH:14]=[CH:13][C:11]=2[N:12]=[C:8]1[C:5]1[CH:4]=[CH:3][C:2]([NH:1][S:18](=[O:20])(=[O:19])[O-:21])=[CH:7][CH:6]=1.[NH4+:23] |f:5.6|. Procedure: 2(4'-Aminophenyl)benzothiazole was treated with chlorsulphonic acid in 2-picoline according to the above-described general procedure for preparation of sulphamate salts. About 35% ammonia solution instead of 10% aqueous Na2CO3 was used. A yellow powder was afforded in 69% yield, m.p. 223.1-226.8° C.